This data is from the Open Reaction Database (ORD), a public repository of structured organic reaction records. The task is: describe an organic reaction: reactants, conditions, products, and yield The reactants are ClC1=CC(=NC2=CC=C(C=C12)C)N1CCS(C2=C(C1)C=CC=C2)(=O)=O (4-(4-chloro-6-methylquinolin-2-yl)-2,3,4,5-tetrahydro-1,4-benzothiazepine 1,1-dioxide), FC(S(=O)(=O)N)(F)F (1,1,1-trifluoromethanesulfonamide). Product: Cl.O=S1(CCN(CC2=C1C=CC=C2)C2=NC1=CC=C(C=C1C(=C2)NS(=O)(=O)C(F)(F)F)C)=O (N-[2-(1,1-Dioxido-2,3-dihydro-1,4-benzothiazepin-4(5H)-yl)-6-methylquinolin-4-yl]-1,1,1-trifluoromethanesulfonamide hydrochloride). As a reaction SMILES: [Cl:1][C:2]1[C:11]2[C:6](=[CH:7][CH:8]=[C:9]([CH3:12])[CH:10]=2)[N:5]=[C:4]([N:13]2[CH2:19][C:18]3[CH:20]=[CH:21][CH:22]=[CH:23][C:17]=3[S:16](=[O:25])(=[O:24])[CH2:15][CH2:14]2)[CH:3]=1.[F:26][C:27]([F:33])([F:32])[S:28]([NH2:31])(=[O:30])=[O:29]>>[ClH:1].[O:24]=[S:16]1(=[O:25])[C:17]2[CH:23]=[CH:22][CH:21]=[CH:20][C:18]=2[CH2:19][N:13]([C:4]2[CH:3]=[C:2]([NH:31][S:28]([C:27]([F:33])([F:32])[F:26])(=[O:30])=[O:29])[C:11]3[C:6](=[CH:7][CH:8]=[C:9]([CH3:12])[CH:10]=3)[N:5]=2)[CH2:14][CH2:15]1 |f:2.3|. Procedure details: The title compound was prepared in analogy to Example 3-1 in Scheme 5 by using 4-(4-chloro-6-methylquinolin-2-yl)-2,3,4,5-tetrahydro-1,4-benzothiazepine 1,1-dioxide (prepared in analogy to the one in Example 2-1) and 1,1,1-trifluoromethanesulfonamide. MS obsd. (ESI+) [(M+H)+] 486, 1H NMR (400 MHz, DMSO-d6) δ ppm 7.99-7.92 (m, 2 H), 7.85-7.80 (d, J=7.2 Hz, 1 H), 7.78-7.73 (d, J=2 Hz, 1 H), 7.72-7.65 (t, J=7.6 Hz, 1 H), 7.62-7.51 (m, 2 H), 7.13 (s, 1 H), 5.07 (s, 2 H), 4.60-4.40 (m, 2 H), 3.98-3.9... Reaction SMILES: [CH3:28][CH2:29][O:30][C:31]([CH3:32])=[O:33].[CH3:34][C:35]#[N:36].[ClH:27].[N:1]([O:2][C:3]([CH3:4])([CH3:5])[CH3:6])=[O:7].[NH2:8][c:9]1[cH:10][cH:11][c:12]([CH3:26])[c:13]([F:25])[c:14]1[O:15][c:16]1[cH:17][c:18]([C:19]#[N:20])[cH:21][c:22]([Cl:24])[cH:23]1>>[c:9]1([Cl:27])[cH:10][cH:11][c:12]([CH3:26])[c:13]([F:25])[c:14]1[O:15][c:16]1[cH:17][c:18]([C:19]#[N:20])[cH:21][c:22]([Cl:24])[cH:23]1. The product is Cc1ccc(Cl)c(Oc2cc(Cl)cc(C#N)c2)c1F. Starting materials: CCOC(C)=O, CC#N, Cl, CC(C)(C)ON=O, Cc1ccc(N)c(Oc2cc(Cl)cc(C#N)c2)c1F.